Dataset: the Open Reaction Database (ORD), a public repository of structured organic reaction records. Task: describe an organic reaction: reactants, conditions, products, and yield Reactants: CI, Cc1cn(C2OC(CO)C(O)C2O)c2nc(N)nc(Cl)c12, CN(C)C=O. Product: COC1C(O)C(CO)OC1n1cc(C)c2c(Cl)nc(N)nc21. As a reaction SMILES: [CH3:22][I:23].[NH2:1][c:2]1[n:3][c:4]([Cl:21])[c:5]2[c:6]([n:7]1)[n:8]([CH:12]1[CH:13]([OH:14])[CH:15]([OH:16])[CH:17]([CH2:19][OH:20])[O:18]1)[cH:9][c:10]2[CH3:11].[O:24]=[CH:25][N:26]([CH3:27])[CH3:28]>>[NH2:1][c:2]1[n:3][c:4]([Cl:21])[c:5]2[c:6]([n:7]1)[n:8]([CH:12]1[CH:13]([O:14][CH3:22])[CH:15]([OH:16])[CH:17]([CH2:19][OH:20])[O:18]1)[cH:9][c:10]2[CH3:11]. Reactants: C(C)(C)N(CC)C(C)C (diisopropylethylamine), FC1=CC=C(C=C1)N1N=CC2=C1C=C1CCN(C[C@]1(C2)C(=O)C=2SC=CN2)C(=O)OC(C)(C)C ((R)-tert-butyl 1-(4-fluorophenyl)-4a-(thiazole-2-carbonyl)-4a,5,7,8-tetrahydro-1H-pyrazolo[3,4-g]isoquinoline-6(4H)-carboxylate), FC1=CC=C(C=C1)S(=O)(=O)Cl (4-fluorobenzene-1-sulfonyl chloride). The solvent is ClCCl (dichloromethane), FC(C(=O)O)(F)F (trifluoroacetic acid), ClCCl (dichloromethane). Run at time 48 hour. Product: FC1=CC=C(C=C1)N1N=CC2=C1C=C1CCN(C[C@]1(C2)C(=O)C=2SC=CN2)S(=O)(=O)C2=CC=C(C=C2)F ((R)-(1-(4-fluorophenyl)-6-((4-fluorophenyl)sulfonyl)-4,4a,5,6,7,8-hexahydro-1H-pyrazolo[3,4-g]isoquinolin-4a-yl)(thiazol-2-yl)methanone). Isolated yield 72.8%. RXN SMILES: [F:1][C:2]1[CH:7]=[CH:6][C:5]([N:8]2[C:12]3[CH:13]=[C:14]4[C@:19]([C:21]([C:23]5[S:24][CH:25]=[CH:26][N:27]=5)=[O:22])([CH2:20][C:11]=3[CH:10]=[N:9]2)[CH2:18][N:17](C(OC(C)(C)C)=O)[CH2:16][CH2:15]4)=[CH:4][CH:3]=1.C(N(C(C)C)CC)(C)C.[F:44][C:45]1[CH:50]=[CH:49][C:48]([S:51](Cl)(=[O:53])=[O:52])=[CH:47][CH:46]=1>ClCCl.FC(F)(F)C(O)=O>[F:1][C:2]1[CH:3]=[CH:4][C:5]([N:8]2[C:12]3[CH:13]=[C:14]4[C@:19]([C:21]([C:23]5[S:24][CH:25]=[CH:26][N:27]=5)=[O:22])([CH2:20][C:11]=3[CH:10]=[N:9]2)[CH2:18][N:17]([S:51]([C:48]2[CH:49]=[CH:50][C:45]([F:44])=[CH:46][CH:47]=2)(=[O:53])=[O:52])[CH2:16][CH2:15]4)=[CH:6][CH:7]=1. Procedure: A solution of (R)-tert-butyl 1-(4-fluorophenyl)-4a-(thiazole-2-carbonyl)-4a,5,7,8-tetrahydro-1H-pyrazolo[3,4-g]isoquinoline-6(4H)-carboxylate (0.25 g, 0.520 mmol) in dichloromethane (8 mL) and trifluoroacetic acid (2 mL) was stirred at room temperature for 90 minutes, then evaporated, azeotroping twice with toluene to give a brown oil. This material was re-dissolved in dichloromethane (8 mL), and diisopropylethylamine (0.454 mL, 2.60 mmol) was added, followed by 4-fluorobenzene-1-sulfonyl chlori... Reactants: ON=C(N)C1=NON=C1N1CCOCC1 (N′-hydroxy-4-morpholin-4-yl-1,2,5-oxadiazole-3-carboximidamide), N(=O)[O-].[Na+] (sodium nitrite), Cl (HCl). The solvent is O (water). Reaction conditions: temperature 0 celsius, time 2 hour. Yields the product ON=C(C1=NON=C1N1CCOCC1)Cl (N-Hydroxy-4-morpholin-4-yl-1,2,5-oxadiazole-3-carboximidoyl chloride). The yield is 30.0%. As a reaction SMILES: [OH:1][N:2]=[C:3]([C:5]1[C:9]([N:10]2[CH2:15][CH2:14][O:13][CH2:12][CH2:11]2)=[N:8][O:7][N:6]=1)N.N([O-])=O.[Na+].[ClH:20]>O>[OH:1][N:2]=[C:3]([Cl:20])[C:5]1[C:9]([N:10]2[CH2:15][CH2:14][O:13][CH2:12][CH2:11]2)=[N:8][O:7][N:6]=1 |f:1.2|. Procedure: A solution of N′-hydroxy-4-morpholin-4-yl-1,2,5-oxadiazole-3-carboximidamide (66 mg, 0.3 mmol) in 6.0 M HCl (0.62 mL) at 5-10° C. was treated with a solution of sodium nitrite (32 mg, 0.47 mmol) in water (0.5 mL) dropwise and stirred for 2 h at 0° C. The suspension was filtered and the solid washed with ice water to give desired product (22 mg, 30%). The filtrate was extracted with ethyl acetate (30 mL) which was washed with brine (10 mL), filtered and concentrated to give additional product (23... Reactants: CC(=O)O, COC(=O)C(Cc1ccc(N2C(=O)C(Cc3ccccc3)N(C(C)=O)C2c2ccccc2)cc1)NC(=O)C1(CCCCS(C)(=O)=O)CCCC1, CCO, [Na+], [OH-]. Product: CC(=O)N1C(Cc2ccccc2)C(=O)N(c2ccc(CC(NC(=O)C3(CCCCS(C)(=O)=O)CCCC3)C(=O)O)cc2)C1c1ccccc1. Reaction SMILES: [C:53]([OH:54])(=[O:55])[CH3:56].[CH3:1][O:2][C:3]([CH:4]([NH:5][C:6](=[O:7])[C:8]1([CH2:13][CH2:14][CH2:15][CH2:16][S:17](=[O:18])(=[O:19])[CH3:20])[CH2:9][CH2:10][CH2:11][CH2:12]1)[CH2:21][c:22]1[cH:23][cH:24][c:25]([N:28]2[CH:29]([c:44]3[cH:45][cH:46][cH:47][cH:48][cH:49]3)[N:30]([C:41]([CH3:42])=[O:43])[CH:31]([CH2:34][c:35]3[cH:36][cH:37][cH:38][cH:39][cH:40]3)[C:32]2=[O:33])[cH:26][cH:27]1)=[O:50].[CH3:57][CH2:58][OH:59].[Na+:52].[OH-:51]>>[O:2]=[C:3]([CH:4]([NH:5][C:6](=[O:7])[C:8]1([CH2:13][CH2:14][CH2:15][CH2:16][S:17](=[O:18])(=[O:19])[CH3:20])[CH2:9][CH2:10][CH2:11][CH2:12]1)[CH2:21][c:22]1[cH:23][cH:24][c:25]([N:28]2[CH:29]([c:44]3[cH:45][cH:46][cH:47][cH:48][cH:49]3)[N:30]([C:41]([CH3:42])=[O:43])[CH:31]([CH2:34][c:35]3[cH:36][cH:37][cH:38][cH:39][cH:40]3)[C:32]2=[O:33])[cH:26][cH:27]1)[OH:50]. Starting materials: C(C1=CC=CC=C1)OC1=CC=C(C=C1)N1CCC(CC1)NC(CC1=CC=CC=C1)=O (N-[1-(4-benzyloxy-phenyl)-piperidin-4-yl]-2-phenyl-acetamide), [H-].[H-].[H-].[H-].[Li+].[Al+3] (LiAlH4). The product is C(C1=CC=CC=C1)OC1=CC=C(C=C1)N1CCC(CC1)NCCC1=CC=CC=C1 ([1-(4-benzyloxy-phenyl)-piperidin-4-yl]-phenethyl-amine). Yield: 33.7%. RXN SMILES: [CH2:1]([O:8][C:9]1[CH:14]=[CH:13][C:12]([N:15]2[CH2:20][CH2:19][CH:18]([NH:21][C:22](=O)[CH2:23][C:24]3[CH:29]=[CH:28][CH:27]=[CH:26][CH:25]=3)[CH2:17][CH2:16]2)=[CH:11][CH:10]=1)[C:2]1[CH:7]=[CH:6][CH:5]=[CH:4][CH:3]=1.[H-].[H-].[H-].[H-].[Li+].[Al+3]>>[CH2:1]([O:8][C:9]1[CH:14]=[CH:13][C:12]([N:15]2[CH2:20][CH2:19][CH:18]([NH:21][CH2:22][CH2:23][C:24]3[CH:29]=[CH:28][CH:27]=[CH:26][CH:25]=3)[CH2:17][CH2:16]2)=[CH:11][CH:10]=1)[C:2]1[CH:3]=[CH:4][CH:5]=[CH:6][CH:7]=1 |f:1.2.3.4.5.6|. Reported procedure: Following the procedure of example 40b, N-[1-(4-benzyloxy-phenyl)-piperidin-4-yl]-2-phenyl-acetamide (200 mg) was reduced with LiAlH4 to give [1-(4-benzyloxy-phenyl)-piperidin-4-yl]-phenethyl-amine (65 mg; 34%) as a white solid (MS: m/e=387.3 (M+H+)).